This data is from the Open Reaction Database (ORD), a public repository of structured organic reaction records. The task is: describe an organic reaction: reactants, conditions, products, and yield The reactants are OCC1CCC1, [H-], Nc1ncc(Br)nc1Br, [Na+], C1CCOC1, O. Yields the product Nc1ncc(Br)nc1OCC1CCC1. Reaction SMILES: [CH:3]1([CH2:7][OH:8])[CH2:4][CH2:5][CH2:6]1.[H-:1].[NH2:9][c:10]1[n:11][cH:12][c:13]([Br:17])[n:14][c:15]1[Br:16].[Na+:2].[O:19]1[CH2:20][CH2:21][CH2:22][CH2:23]1.[OH2:18]>>[CH:3]1([CH2:7][O:8][c:15]2[c:10]([NH2:9])[n:11][cH:12][c:13]([Br:17])[n:14]2)[CH2:4][CH2:5][CH2:6]1. Reagents/catalysts: [Pd] (Pd/C). Reported procedure: 5% Pd/C (0.5 g) is added to a mixture of 1-(3,4-dihydro-4-oxo-3-quinazolinyl)-3-(p-nitrophenyl)urea (1.32 g, 4.06 mmol), ethanol (50 mL) and acetic acid (5 mL). The reaction mixture is placed on a Parr hydrogenator at 50 psi H2 for 3 hours, diluted with acetone and filtered. The filtrate is concentrated in vacuo to obtain a brown oil. The oil is dissolved in methanol, decolorized with activated carbon and concentrated in vacuo to give the title product as a tan solid, 0.9 g, mp >305° C. As a reaction SMILES: [O:1]=[C:2]1[C:11]2[C:6](=[CH:7][CH:8]=[CH:9][CH:10]=2)[N:5]=[CH:4][N:3]1[NH:12][C:13]([NH:15][C:16]1[CH:21]=[CH:20][C:19]([N+:22]([O-])=O)=[CH:18][CH:17]=1)=[O:14].C(O)C.C(O)(=O)C>CC(C)=O.CO.[Pd]>[NH2:22][C:19]1[CH:20]=[CH:21][C:16]([NH:15][C:13]([NH:12][N:3]2[C:2](=[O:1])[C:11]3[C:6](=[CH:7][CH:8]=[CH:9][CH:10]=3)[N:5]=[CH:4]2)=[O:14])=[CH:17][CH:18]=1. The product is NC1=CC=C(C=C1)NC(=O)NN1C=NC2=CC=CC=C2C1=O (1-(p-Aminophenyl)-3-(3,4-dihydro-4-oxo-3-quinazolinyl)urea). Run in CC(=O)C (acetone), CO (methanol). Reactants: O=C1N(C=NC2=CC=CC=C12)NC(=O)NC1=CC=C(C=C1)[N+](=O)[O-] (1-(3,4-dihydro-4-oxo-3-quinazolinyl)-3-(p-nitrophenyl)urea), C(C)O (ethanol), C(C)(=O)O (acetic acid). Conditions: time 3 hour. Starting materials: CCO, [Na+], [OH-], CCOC(=O)Cc1cn(-c2ccccc2)c2ccccc12. Product: O=C(O)Cc1cn(-c2ccccc2)c2ccccc12. Reaction SMILES: [CH3:24][CH2:25][OH:26].[Na+:23].[OH-:22].[c:1]1(-[n:7]2[cH:8][c:9]([CH2:16][C:17](=[O:18])[O:19][CH2:20][CH3:21])[c:10]3[cH:11][cH:12][cH:13][cH:14][c:15]23)[cH:2][cH:3][cH:4][cH:5][cH:6]1>>[c:1]1(-[n:7]2[cH:8][c:9]([CH2:16][C:17](=[O:18])[OH:19])[c:10]3[cH:11][cH:12][cH:13][cH:14][c:15]23)[cH:2][cH:3][cH:4][cH:5][cH:6]1. Reactants: [N+](=O)([O-])C1=C(C(=O)C2=CC(=C(C=C2)OC)OC)C=C(C(=C1)OC)OC (2-Nitro-4,5,3',4'-tetramethoxybenzophenone), [H][H] (hydrogen), C(C)#N (acetonitrile). The reagents and catalysts are [Pt] (platinum). Solvent: C(C)O (ethanol). Reaction conditions: time 5 hour. Product: NC1=C(C(=O)C2=CC(=C(C=C2)OC)OC)C=C(C(=C1)OC)OC (2-amino-4,5,3',4'-tetramethoxybenzophenone). The yield is 96.3%. RXN SMILES: [N+:1]([C:4]1[CH:21]=[C:20]([O:22][CH3:23])[C:19]([O:24][CH3:25])=[CH:18][C:5]=1[C:6]([C:8]1[CH:13]=[CH:12][C:11]([O:14][CH3:15])=[C:10]([O:16][CH3:17])[CH:9]=1)=[O:7])([O-])=O.[H][H].C(#N)C>C(O)C.[Pt]>[NH2:1][C:4]1[CH:21]=[C:20]([O:22][CH3:23])[C:19]([O:24][CH3:25])=[CH:18][C:5]=1[C:6]([C:8]1[CH:13]=[CH:12][C:11]([O:14][CH3:15])=[C:10]([O:16][CH3:17])[CH:9]=1)=[O:7]. Reported procedure: In 10 ml of ethanol, 1 g (2.88 mmol) of 2-nitro-4,5,3',4'-tetramethoxybenzophenone (prepared according to Example 2) was hydrogenated on 100 mg of platinum/activated carbon (5 percent Pt, moist, H2O content 50 percent) at 40° C. and a hydrogen pressure of 2 bar. After 5 h, the reaction mixture was cooled to room temperature, and 10 ml of acetonitrile was added. The catalyst was filtered off, and the filtrate was evaporated under reduced pressure to give 0.88 g of 2-amino-4,5,3',4'-tetramethoxybe...